This data is from the Open Reaction Database (ORD), a public repository of structured organic reaction records. The task is: describe an organic reaction: reactants, conditions, products, and yield Starting materials: COC(=O)c1ccc(Oc2ccc(NC3CCN(C(=O)OC(C)(C)C)CC3)cc2)cc1, N#Cc1cccc(CBr)c1. Yields the product COC(=O)c1ccc(Oc2ccc(N(Cc3cccc(C#N)c3)C3CCN(C(=O)OC(C)(C)C)CC3)cc2)cc1. Reaction SMILES: [C:1]([CH3:2])([CH3:3])([CH3:4])[O:5][C:6](=[O:7])[N:8]1[CH2:9][CH2:10][CH:11]([NH:14][c:15]2[cH:16][cH:17][c:18]([O:21][c:22]3[cH:23][cH:24][c:25]([C:28](=[O:29])[O:30][CH3:31])[cH:26][cH:27]3)[cH:19][cH:20]2)[CH2:12][CH2:13]1.[C:32](#[N:33])[c:34]1[cH:35][c:36]([CH2:37][Br:38])[cH:39][cH:40][cH:41]1>>[C:1]([CH3:2])([CH3:3])([CH3:4])[O:5][C:6](=[O:7])[N:8]1[CH2:9][CH2:10][CH:11]([N:14]([c:15]2[cH:16][cH:17][c:18]([O:21][c:22]3[cH:23][cH:24][c:25]([C:28](=[O:29])[O:30][CH3:31])[cH:26][cH:27]3)[cH:19][cH:20]2)[CH2:37][c:36]2[cH:35][c:34]([C:32]#[N:33])[cH:41][cH:40][cH:39]2)[CH2:12][CH2:13]1. Starting materials: ClCCl, CCN(C(C)C)C(C)C, COC(=O)Cl, Nc1ccc(N2CCCC3(CCN(C4CCOCC4)C3=O)C2)nc1. The product is COC(=O)Nc1ccc(N2CCCC3(CCN(C4CCOCC4)C3=O)C2)nc1. Reaction SMILES: [CH2:39]([Cl:40])[Cl:41].[CH:30]([N:31]([CH2:32][CH3:33])[CH:34]([CH3:35])[CH3:36])([CH3:37])[CH3:38].[Cl:1][C:2](=[O:3])[O:4][CH3:5].[NH2:6][c:7]1[cH:8][cH:9][c:10]([N:13]2[CH2:14][C:15]3([CH2:16][CH2:17][N:18]([CH:21]4[CH2:22][CH2:23][O:24][CH2:25][CH2:26]4)[C:19]3=[O:20])[CH2:27][CH2:28][CH2:29]2)[n:11][cH:12]1>>[C:2](=[O:3])([O:4][CH3:5])[NH:6][c:7]1[cH:8][cH:9][c:10]([N:13]2[CH2:14][C:15]3([CH2:16][CH2:17][N:18]([CH:21]4[CH2:22][CH2:23][O:24][CH2:25][CH2:26]4)[C:19]3=[O:20])[CH2:27][CH2:28][CH2:29]2)[n:11][cH:12]1. The reactants are FC1=C(C=CC=C1)C=1N=CC(=NC1)CN1C2=C(C(=C(C1=O)C(=O)NCC(=O)OC(C)(C)C)O)CSC2 (Tert-butyl N-[(1-{[5-(2-fluorophenyl)pyrazin-2-yl]methyl}-4-hydroxy-2-oxo-1,2,5,7-tetrahydrothieno[3,4-b]pyridin-3-yl)carbonyl]glycinate), C(=O)(C(F)(F)F)O (TFA). The solvent is C(Cl)Cl (DCM). Product: FC1=C(C=CC=C1)C=1N=CC(=NC1)CN1C2=C(C(=C(C1=O)C(=O)NCC(=O)O)O)CSC2 (N-[(1-{[5-(2-fluorophenyl)pyrazin-2-yl]methyl}-4-hydroxy-2-oxo-1,2,5,7-tetrahydrothieno[3,4-b]pyridin-3-yl)carbonyl]glycine). As a reaction SMILES: [F:1][C:2]1[CH:7]=[CH:6][CH:5]=[CH:4][C:3]=1[C:8]1[N:9]=[CH:10][C:11]([CH2:14][N:15]2[C:20](=[O:21])[C:19]([C:22]([NH:24][CH2:25][C:26]([O:28]C(C)(C)C)=[O:27])=[O:23])=[C:18]([OH:33])[C:17]3[CH2:34][S:35][CH2:36][C:16]2=3)=[N:12][CH:13]=1.C(O)(C(F)(F)F)=O>C(Cl)Cl>[F:1][C:2]1[CH:7]=[CH:6][CH:5]=[CH:4][C:3]=1[C:8]1[N:9]=[CH:10][C:11]([CH2:14][N:15]2[C:20](=[O:21])[C:19]([C:22]([NH:24][CH2:25][C:26]([OH:28])=[O:27])=[O:23])=[C:18]([OH:33])[C:17]3[CH2:34][S:35][CH2:36][C:16]2=3)=[N:12][CH:13]=1. Procedure: Product of Step A (110 mg, 0.215 mmol) was dissolved in DCM (1 mL) and TFA (1 mL) was added. The reaction was stirred at ambient temperature for 3½h. The reaction was concentrated and the residue was purified on a semi-preparative C-18 reverse phase chromatography column eluted with 0-100% MeCN in water. The desired fractions were concentrated affording the title compound (26-1). 457.0 (M+1); Rt=3.09 min. Starting materials: [Si](C)(C)(C(C)(C)C)OC(CCCCCCC1=CC=CC=C1)C=1OC(=CN1)C1=NC(=CC=C1)C (2-(1-(tert-Butyldimethylsilyloxy)-7-phenylheptyl)-5-(6-methylpyridin-2-yl)oxazole), [Si](C)(C)(C(C)(C)C)OC(CCCCCCC1=CC=CC=C1)C=1OC(=CN1)[Sn](CCCC)(CCCC)CCCC (2-(1-(tert-butyldimethylsilyloxy)-7-phenylheptyl)-5-(tributylstannyl)oxazole), BrC1=NC(=CC=C1)C (2-bromo-6-methylpyridine). Yields the product EtOAc hexanes, CC1=CC=CC(=N1)C1=CN=C(O1)C(CCCCCCC1=CC=CC=C1)=O (1-(5-(6-Methylpyridin-2-yl)oxazol-2-yl)-7-phenylheptan-1-one). Yield: 57.0%. Reaction SMILES: [Si]([O:8][CH:9]([C:22]1[O:23][C:24]([C:27]2[CH:32]=[CH:31][CH:30]=[C:29]([CH3:33])[N:28]=2)=[CH:25][N:26]=1)[CH2:10][CH2:11][CH2:12][CH2:13][CH2:14][CH2:15][C:16]1[CH:21]=[CH:20][CH:19]=[CH:18][CH:17]=1)(C(C)(C)C)(C)C.[Si](OC(C1OC([Sn](CCCC)(CCCC)CCCC)=CN=1)CCCCCCC1C=CC=CC=1)(C(C)(C)C)(C)C.BrC1C=CC=C(C)N=1>>[CH3:33][C:29]1[N:28]=[C:27]([C:24]2[O:23][C:22]([C:9](=[O:8])[CH2:10][CH2:11][CH2:12][CH2:13][CH2:14][CH2:15][C:16]3[CH:21]=[CH:20][CH:19]=[CH:18][CH:17]=3)=[N:26][CH:25]=2)[CH:32]=[CH:31][CH:30]=1. Procedure details: 2-(1-(tert-Butyldimethylsilyloxy)-7-phenylheptyl)-5-(6-methylpyridin-2-yl)oxazole. The title compound was prepared from 2-(1-(tert-butyldimethylsilyloxy)-7-phenylheptyl)-5-(tributylstannyl)oxazole (70 mg, 0.106 mmol) and 2-bromo-6-methylpyridine following General Procedure A. Flash chromatography (10% EtOAc/hexanes) yielded the title compound as a white solid (26 mg, 57%): 1H NMR (CDCl3, 400 MHz) δ 7.64 (s, 1H), 7.64 (t, 1H, J=7.6 Hz), 7.47 (d, 1H, J=7.6 Hz), 7.30-7.26 (m, 2H), 7.19-7.16 (m, 3H)...